Dataset: the Open Reaction Database (ORD), a public repository of structured organic reaction records. Task: describe an organic reaction: reactants, conditions, products, and yield Starting materials: CCCC[N+](CCCC)(CCCC)CCCC.[F-] (TBAF), NC1=NC(=C2N=CN(C2=N1)C1C(C(C(C1)O[Si](C1=CC=CC=C1)(C1=CC=CC=C1)C(C)(C)C)CO)=C)Cl ([3-(2-amino-6-chloro-purine-9-yl)-5-(tert-butyl-diphenyl-silanyloxy)-2-methylene-cyclopentyl]-methanol). Run in O1CCCC1 (tetrahydrofuran), O1CCCC1 (tetrahydrofuran). Reaction conditions: time 1.5 hour. Product: NC1=NC(=C2N=CN(C2=N1)C1C(C(C(C1)O)CO)=C)Cl (4-(2-amino-6-chloro-purine-9-yl)-2-hydroxymethyl-3-methylene-cyclopentanol). Yield: 83.9%. As a reaction SMILES: CCCC[N+](CCCC)(CCCC)CCCC.[F-].[NH2:19][C:20]1[N:28]=[C:27]2[C:23]([N:24]=[CH:25][N:26]2[CH:29]2[CH2:33][CH:32]([O:34][Si](C(C)(C)C)(C3C=CC=CC=3)C3C=CC=CC=3)[CH:31]([CH2:52][OH:53])[C:30]2=[CH2:54])=[C:22]([Cl:55])[N:21]=1>O1CCCC1>[NH2:19][C:20]1[N:28]=[C:27]2[C:23]([N:24]=[CH:25][N:26]2[CH:29]2[CH2:33][CH:32]([OH:34])[CH:31]([CH2:52][OH:53])[C:30]2=[CH2:54])=[C:22]([Cl:55])[N:21]=1 |f:0.1|. Procedure: Then, 0.27 ml (0.274 mmol) of 1M TBAF solution in tetrahydrofuran was added dropwise to a solution which had been prepared by dissolving 73 mg (0.137 mmol) of [3-(2-amino-6-chloro-purine-9-yl)-5-(tert-butyl-diphenyl-silanyloxy)-2-methylene-cyclopentyl]-methanol in 0.7 ml of tetrahydrofuran at room temperature, and the resulting mixture was stirred for 1.5 hrs. After completion of the reaction, the reaction mixture was condensed and the residue thus obtained was isolated by HPLC to obtain 34 mg o... Starting materials: C1(=CC=CC=C1)C1=NNC(=C1)C1=CC=CC=C1 (3,5-diphenylpyrazole), S(=O)(=O)(OC)OC (dimethyl sulfate), CO (methanol). Reaction conditions: temperature 200 celsius. The product is CN1N=C(C=C1C1=CC=CC=C1)C1=CC=CC=C1 (1-methyl-3,5-diphenylpyrazole). The yield is 975.6%. As a reaction SMILES: [C:1]1([C:7]2[CH:11]=[C:10]([C:12]3[CH:17]=[CH:16][CH:15]=[CH:14][CH:13]=3)[NH:9][N:8]=2)[CH:6]=[CH:5][CH:4]=[CH:3][CH:2]=1.S(OC)(O[CH3:22])(=O)=O.CO>>[CH3:22][N:8]1[C:7]([C:1]2[CH:6]=[CH:5][CH:4]=[CH:3][CH:2]=2)=[CH:11][C:10]([C:12]2[CH:17]=[CH:16][CH:15]=[CH:14][CH:13]=2)=[N:9]1. Reported procedure: As in Example 2, a melt consisting of 10 g (0.0455 mol) of 3,5-diphenylpyrazole and 0.057 g (0.00455 mol) of dimethyl sulfate was prepared at 200° C. Over the course of 5 hours, 435 g (13.6 mol) of methanol were vaporized at 155° C. and passed through the melt which was maintained at 200° C. 10.4 g (96.9%) of 1-methyl-3,5-diphenylpyrazole were obtained, boiling point 190° C./3 mbar, with a content of 99.2% (GC). The reactants are ClC1=C(C=CC=C1)N1CC2(CCN(CC2)C)C2=CC=CC=C12 (1-(2-chlorophenyl)-1'-methylspiro[indoline-3,4'-piperidine]), C([O-])([O-])=O.[K+].[K+] (potassium carbonate), N#CBr (cyanogen bromide). The solvent is C(Cl)(Cl)Cl (chloroform). Reaction conditions: time 7 hour. Yields the product ClC1=C(C=CC=C1)N1CC2(CCN(CC2)C#N)C2=CC=CC=C12 (1-(2-chlorophenyl)-1'-cyanospiro(indoline-3,4'-piperidine)). As a reaction SMILES: [Cl:1][C:2]1[CH:7]=[CH:6][CH:5]=[CH:4][C:3]=1[N:8]1[C:22]2[C:17](=[CH:18][CH:19]=[CH:20][CH:21]=2)[C:10]2([CH2:15][CH2:14][N:13]([CH3:16])[CH2:12][CH2:11]2)[CH2:9]1.C(=O)([O-])[O-].[K+].[K+].[N:29]#CBr>C(Cl)(Cl)Cl>[Cl:1][C:2]1[CH:7]=[CH:6][CH:5]=[CH:4][C:3]=1[N:8]1[C:22]2[C:17](=[CH:18][CH:19]=[CH:20][CH:21]=2)[C:10]2([CH2:15][CH2:14][N:13]([C:16]#[N:29])[CH2:12][CH2:11]2)[CH2:9]1 |f:1.2.3|. Reported procedure: To 1.0 g of 1-(2-chlorophenyl)-1'-methylspiro[indoline-3,4'-piperidine] of Example 17 in 16 ml of dry chloroform is added 2.4 g of anhydrous potassium carbonate and 0.73 g of cyanogen bromide. The reaction is stirred 7 hours at room temperature and then is filtered through paper. Approximately one ml of methanol is added and the solution is rotary evaporated to a glass. The glass is chromatographed on 80 cc of silica gel with 1:1, ether:dichloromethane to give a crystalline solid. The solid is r... Starting materials: ClC1=C2C=CC(=NC2=NC=C1)C(F)(F)F (5-Chloro-2-trifluoromethyl[1,8]naphthyridine), FC1=C(C=C(C=C1)B1OC(C(O1)(C)C)(C)C)C1=C(C=CC=C1)S(=O)(=O)C (2-(2-fluoro-2′-(methanesulfonyl)biphenyl-5-yl)-4,4,5,5-tetramethyl-[1,3,2]dioxaborolane). Yields the product FC1=CC=C(C=C1C1=C(C=CC=C1)S(=O)(=O)C)C1=C2C=CC(=NC2=NC=C1)C(F)(F)F (5-(6-fluoro-2′-methanesulfonylbiphenyl-3-yl)-2-trifluoromethyl[1,8]-naphthyridine). The yield is 32.6%. As a reaction SMILES: Cl[C:2]1[CH:11]=[CH:10][N:9]=[C:8]2[C:3]=1[CH:4]=[CH:5][C:6]([C:12]([F:15])([F:14])[F:13])=[N:7]2.[F:16][C:17]1[CH:22]=[CH:21][C:20](B2OC(C)(C)C(C)(C)O2)=[CH:19][C:18]=1[C:32]1[CH:37]=[CH:36][CH:35]=[CH:34][C:33]=1[S:38]([CH3:41])(=[O:40])=[O:39]>>[F:16][C:17]1[C:18]([C:32]2[CH:37]=[CH:36][CH:35]=[CH:34][C:33]=2[S:38]([CH3:41])(=[O:40])=[O:39])=[CH:19][C:20]([C:2]2[CH:11]=[CH:10][N:9]=[C:8]3[C:3]=2[CH:4]=[CH:5][C:6]([C:12]([F:15])([F:14])[F:13])=[N:7]3)=[CH:21][CH:22]=1. Procedure: 5-Chloro-2-trifluoromethyl[1,8]naphthyridine (50 mg, 0.22 mmol) was coupled to 2-(2-fluoro-2′-(methanesulfonyl)biphenyl-5-yl)-4,4,5,5-tetramethyl-[1,3,2]dioxaborolane (105 mg, 0.28 mmol) as described in Example 7 part g), affording 5-(6-fluoro-2′-methanesulfonylbiphenyl-3-yl)-2-trifluoromethyl[1,8]-naphthyridine (32 mg, 33%). δH (360 MHz, CDCl3) 2.97 (3H, s), 7.38-7.46 (2H, m), 7.54-7.74 (5H, m), 7.87 (1H, d, J 8.4), 8.26 (1H, dd, J 1.2 and 7.9), 8.79 (1H, d, J 8.4), 9.27 (1H, d, J 4.2). m/z (ES... The reactants are ClCCl, CC(OCC1(c2ccc(F)cc2)CCN(C(=O)OC(C)(C)C)CC1)c1cc(C(F)(F)F)cc2c1NC(=O)C2, O=C(O)C(F)(F)F. Yields the product CC(OCC1(c2ccc(F)cc2)CCNCC1)c1cc(C(F)(F)F)cc2c1NC(=O)C2. As a reaction SMILES: [Cl:46][CH2:47][Cl:48].[F:1][c:2]1[cH:3][cH:4][c:5]([C:8]2([CH2:21][O:22][CH:23]([CH3:24])[c:25]3[cH:26][c:27]([C:35]([F:36])([F:37])[F:38])[cH:28][c:29]4[c:33]3[NH:32][C:31](=[O:34])[CH2:30]4)[CH2:9][CH2:10][N:11]([C:14]([O:15][C:16]([CH3:17])([CH3:18])[CH3:19])=[O:20])[CH2:12][CH2:13]2)[cH:6][cH:7]1.[F:39][C:40]([F:41])([F:42])[C:43]([OH:44])=[O:45]>>[F:1][c:2]1[cH:3][cH:4][c:5]([C:8]2([CH2:21][O:22][CH:23]([CH3:24])[c:25]3[cH:26][c:27]([C:35]([F:36])([F:37])[F:38])[cH:28][c:29]4[c:33]3[NH:32][C:31](=[O:34])[CH2:30]4)[CH2:9][CH2:10][NH:11][CH2:12][CH2:13]2)[cH:6][cH:7]1. As a reaction SMILES: [CH2:1]([C:4]1[N:8]([CH2:9][C:10]2[CH:15]=[CH:14][C:13]([C:16]3[CH:21]=[CH:20][CH:19]=[CH:18][C:17]=3[C:22]#[N:23])=[CH:12][CH:11]=2)[C:7]2[CH:24]=[C:25]([N:29]3[CH2:34][CH2:33][CH2:32][CH2:31][C:30]3=[O:35])[CH:26]=[C:27]([CH3:28])[C:6]=2[N:5]=1)[CH2:2][CH3:3].[N-:36]=[N+:37]=[N-:38].[Na+]>CN(C)C=O>[CH2:1]([C:4]1[N:8]([CH2:9][C:10]2[CH:11]=[CH:12][C:13]([C:16]3[CH:21]=[CH:20][CH:19]=[CH:18][C:17]=3[C:22]3[NH:38][N:37]=[N:36][N:23]=3)=[CH:14][CH:15]=2)[C:7]2[CH:24]=[C:25]([N:29]3[CH2:34][CH2:33][CH2:32][CH2:31][C:30]3=[O:35])[CH:26]=[C:27]([CH3:28])[C:6]=2[N:5]=1)[CH2:2][CH3:3] |f:1.2|. Procedure details: Prepared analogously to Example 10 from 4'-[[2-n-propyl-4-methyl-6-(2-oxo-piperidin-1-yl)-benzimidazol-1-yl]-methyl]-2-cyano-biphenyl and sodium azide in dimethyl-formamide. Reactants: C(CC)C1=NC2=C(N1CC1=CC=C(C=C1)C1=C(C=CC=C1)C#N)C=C(C=C2C)N2C(CCCC2)=O (4'-[[2-n-propyl-4-methyl-6-(2-oxo-piperidin-1-yl)-benzimidazol-1-yl]-methyl]-2-cyano-biphenyl), [N-]=[N+]=[N-].[Na+] (sodium azide). Yields the product C(CC)C1=NC2=C(N1CC1=CC=C(C=C1)C1=C(C=CC=C1)C1=NN=NN1)C=C(C=C2C)N2C(CCCC2)=O (4'-[[2-n-Propyl-4-methyl-6-(2-oxo-piperidin-1-yl)-benzimidazol-1-yl]-methyl]-2-(1H-tetrazol-5-yl)-biphenyl). The solvent is CN(C=O)C (dimethyl-formamide). The reactants are N([C@@H](CCCNC(N)=N)C(=O)O)C(=O)OCC1=CC=CC=C1 (Z-Arg-OH), C1CCC(CC1)N=C=NC2CCCCC2 (DCCI), N[C@@H](CCCNC(N)=N)C(=O)N1[C@H](C(=O)N[C@@H](CC2=CC=CC=C2)C(=O)N[C@@H](CC2=CNC=N2)C(=O)OC)CCC1 (H-Arg-Pro-Phe-His-OMe), C1(=C(C(=C(C(=C1F)F)F)N)F)N.Cl.Cl (dihydrochloride), C=1C=CC2=C(C1)N=NN2O (HOBt), solution, Cl (HCl). Solvent: CN(C)C=O (DMF), O (H2O), O1CCOCC1 (dioxan). Run at time 1 day. Product: N([C@@H](CCCNC(N)=N)C(=O)N[C@@H](CCCNC(N)=N)C(=O)N1[C@H](C(=O)N[C@@H](CC2=CC=CC=C2)C(=O)N[C@@H](CC2=CNC=N2)C(=O)OC)CCC1)C(=O)OCC1=CC=CC=C1 (Z-Arg-Arg-Pro-Phe-His-OMe), C1(=C(C(=C(C(=C1F)F)F)N)F)N.Cl.Cl.CC(=O)[O-] (dihydrochloride monoacetate). As a reaction SMILES: [NH:1]([C:13]([O:15][CH2:16][C:17]1[CH:22]=[CH:21][CH:20]=[CH:19][CH:18]=1)=[O:14])[C@H:2]([C:10]([OH:12])=[O:11])[CH2:3][CH2:4][CH2:5][NH:6][C:7](=[NH:9])[NH2:8].[ClH:23].[NH2:24][C@H:25]([C:33]([N:35]1[CH2:64][CH2:63][CH2:62][C@H:36]1[C:37]([NH:39][C@H:40]([C:48]([NH:50][C@H:51]([C:58]([O:60][CH3:61])=[O:59])[CH2:52][C:53]1[N:57]=[CH:56][NH:55][CH:54]=1)=[O:49])[CH2:41][C:42]1[CH:47]=[CH:46][CH:45]=[CH:44][CH:43]=1)=[O:38])=[O:34])[CH2:26][CH2:27][CH2:28][NH:29][C:30](=[NH:32])[NH2:31].[C:65]1([NH2:76])[C:70]([F:71])=[C:69]([F:72])[C:68]([F:73])=[C:67]([NH2:74])[C:66]=1[F:75].Cl.Cl.C1C=CC2N(O)N=NC=2C=1.C1CCC(N=C=NC2CCCCC2)CC1>CN(C=O)C.O1CCOCC1.O>[NH:1]([C:13]([O:15][CH2:16][C:17]1[CH:22]=[CH:21][CH:20]=[CH:19][CH:18]=1)=[O:14])[C@H:2]([C:10]([NH:24][C@H:25]([C:33]([N:35]1[CH2:64][CH2:63][CH2:62][C@H:36]1[C:37]([NH:39][C@H:40]([C:48]([NH:50][C@H:51]([C:58]([O:60][CH3:61])=[O:59])[CH2:52][C:53]1[N:57]=[CH:56][NH:55][CH:54]=1)=[O:49])[CH2:41][C:42]1[CH:47]=[CH:46][CH:45]=[CH:44][CH:43]=1)=[O:38])=[O:34])[CH2:26][CH2:27][CH2:28][NH:29][C:30](=[NH:31])[NH2:32])=[O:12])[CH2:3][CH2:4][CH2:5][NH:6][C:7](=[NH:9])[NH2:8].[C:65]1([NH2:76])[C:70]([F:71])=[C:69]([F:72])[C:68]([F:73])=[C:67]([NH2:74])[C:66]=1[F:75].[ClH:23].[ClH:23].[CH3:2][C:10]([O-:12])=[O:11] |f:3.4.5,12.13.14.15|. Reported procedure: 1.27 g of Z-Arg-OH are dissolved in 20 ml of DMF and 240 μl of a 5N solution of HCl in dioxan while heating gently. After the addition of 1.9 g of H-Arg-Pro-Phe-His-OMe (in the form of the dihydrochloride) and 0.45 g of HOBt×H2O, the whole is cooled to 0° and then 0.85 g of DCCI in solid form is added. After the latter has dissolved, the whole is left to stand for 8 hours in an ice bath and for 1 day at room temperature and the precipitated DCH is filtered off. The filtrate is concentrated to ap... Reactants: CC(C)=O, O=C(C=CCl)CC1CCCC1, [I-], [Na+]. Product: O=C(C=CI)CC1CCCC1. As a reaction SMILES: [CH3:14][C:15](=[O:16])[CH3:17].[Cl:1][CH:2]=[CH:3][C:4]([CH2:5][CH:6]1[CH2:7][CH2:8][CH2:9][CH2:10]1)=[O:11].[I-:13].[Na+:12]>>[CH:2](=[CH:3][C:4]([CH2:5][CH:6]1[CH2:7][CH2:8][CH2:9][CH2:10]1)=[O:11])[I:13]. Starting materials: OC1=C(C=C(C=O)C=C1)I (4-hydroxy-3-iodobenzaldehyde), cuprous oxide, CC1=C(N=C(O1)C1=CC=CC=C1)CC#C (5-methyl-2-phenyl-4-(2-propynyl)oxazole). Reagents/catalysts: C1=CC=C(C=C1)P(C2=CC=CC=C2)C3=CC=CC=C3.C1=CC=C(C=C1)P(C2=CC=CC=C2)C3=CC=CC=C3.Cl[Pd]Cl (Bis(triphenylphosphine)palladium (II) chloride). The solvent is N1=CC=CC=C1 (pyridine), N1=CC=CC=C1 (pyridine), N1=CC=CC=C1 (pyridine). The product is CC1=C(N=C(O1)C1=CC=CC=C1)CC=1OC2=C(C1)C=C(C=C2)C=O (2-(5-Methyl-2-phenyl-4-oxazolyl)methyl-5-benzofurancarboxaldehyde). Reaction SMILES: [CH3:1][C:2]1[O:6][C:5]([C:7]2[CH:12]=[CH:11][CH:10]=[CH:9][CH:8]=2)=[N:4][C:3]=1[CH2:13][C:14]#[CH:15].[OH:16][C:17]1[CH:24]=[CH:23][C:20]([CH:21]=[O:22])=[CH:19][C:18]=1I>N1C=CC=CC=1.C1C=CC(P(C2C=CC=CC=2)C2C=CC=CC=2)=CC=1.C1C=CC(P(C2C=CC=CC=2)C2C=CC=CC=2)=CC=1.Cl[Pd]Cl>[CH3:1][C:2]1[O:6][C:5]([C:7]2[CH:8]=[CH:9][CH:10]=[CH:11][CH:12]=2)=[N:4][C:3]=1[CH2:13][C:14]1[O:16][C:17]2[CH:24]=[CH:23][C:20]([CH:21]=[O:22])=[CH:19][C:18]=2[CH:15]=1 |f:3.4.5|. Procedure details: To a slurry of cuprous oxide (12 g, 84 mmol) in pyridine (150 ml) were added a solution of 5-methyl-2-phenyl-4-(2-propynyl)oxazole in pyridine (150 ml) followed by a solution of 4-hydroxy-3-iodobenzaldehyde (35 g, 0.14 mol) in pyridine (100 ml). Bis(triphenylphosphine)palladium (II) chloride (0.50 g, 0.7 mmol) was then added as a solid and the mixture was heated to reflux overnight. The mixture was cooled and concentrated. The residue was taken up in ethyl acetate (250 ml+3×50 ml). The ethyl ace...